This data is from the Open Reaction Database (ORD), a public repository of structured organic reaction records. The task is: describe an organic reaction: reactants, conditions, products, and yield The reactants are OC/C=C(/C=C=C1C(=CC(CC1(C)C)=O)C)\C ((3E)-4-(5-hydroxy-3-methyl-1,3-pentadien-1-ylidene)-3,5,5-trimethyl-2-cyclohexen-1-one), O (water), CNC1(CC=NC=C1)NC (4,4-dimethylaminopyridine). The solvent is C(C)(=O)OC(C)=O (acetic anhydride), C(C)N(CC)CC (triethylamine). Yields the product C(C)(=O)OC/C=C(/C=C=C1C(=CC(CC1(C)C)=O)C)\C ((3E)-4-(5-acetoxy-3-methyl-1,3-pentadien-1-ylidene)3,5,5-trimethyl-2-cyclohexen-1-one). The yield is 48.0%. Reaction SMILES: [OH:1][CH2:2]/[CH:3]=[C:4](\[CH3:17])/[CH:5]=[C:6]=[C:7]1[C:12]([CH3:14])([CH3:13])[CH2:11][C:10](=[O:15])[CH:9]=[C:8]1[CH3:16].CN[C:20]1(NC)[CH:25]=CN=CC1.[OH2:28]>C(OC(=O)C)(=O)C.C(N(CC)CC)C>[C:25]([O:1][CH2:2]/[CH:3]=[C:4](\[CH3:17])/[CH:5]=[C:6]=[C:7]1[C:12]([CH3:13])([CH3:14])[CH2:11][C:10](=[O:15])[CH:9]=[C:8]1[CH3:16])(=[O:28])[CH3:20]. Reported procedure: To a solution of (3E)-4-(5-hydroxy-3-methyl-1,3-pentadien-1-ylidene)-3,5,5-trimethyl-2-cyclohexen-1-one (1.2 g, 5.2 mmol) in acetic anhydride (5.0 mL) and triethylamine (5.0 mL) cooled to 0° C., was added 4,4-dimethylaminopyridine (25 n g). After 15 min. water was added to the reaction mixture, and the product was extracted three times with ether. The combined ethereal extracts were washed with sodium chloride solution, and dried over anhydrous sodium sulfate. Evaporation of the solvent and chro...